Dataset: the Open Reaction Database (ORD), a public repository of structured organic reaction records. Task: describe an organic reaction: reactants, conditions, products, and yield The reactants are C(c1cc(ccn1)[Br])=O, CC1=CN=C(C=C1)N, [C-]#[N+]C1CCCCC1. The reagents and catalysts are O=C(O)C(F)(F)F (trifluoroacetic acid). The solvent is CC(C)O (isopropyl alcohol), CC(C)O (isopropylalcohol). Reaction conditions: temperature 22 celsius, time 20 hour. The product is Cc1ccc2nc(c3cc(ccn3)[Br])c(NC3CCCCC3)n2c1. Isolated yield 56.2%. RXN SMILES: CC1=CC=C(N)N=C1.[C-]#[N+]C1CCCCC1.BrC1=CC=NC(C=O)=C1>>CC1=CN2C(C=C1)=NC(=C2NC1CCCCC1)C1=NC=CC(Br)=C1. Reactants: Cn1cc(Br)cc(Br)c1=O, O=C([O-])[O-], ClCCl, [Cs+], [Cs+], Nc1ccncn1, C1COCCO1, O=C(C=Cc1ccccc1)C=Cc1ccccc1, O=C(C=Cc1ccccc1)C=Cc1ccccc1, O=C(C=Cc1ccccc1)C=Cc1ccccc1, [Pd], [Pd]. The product is Cn1cc(Br)cc(Nc2ccncn2)c1=O. Reaction SMILES: [Br:8][c:9]1[c:10](=[O:17])[n:11]([CH3:16])[cH:12][c:13]([Br:15])[cH:14]1.[C:18](=[O:19])([O-:20])[O-:21].[Cl:30][CH2:31][Cl:32].[Cs+:22].[Cs+:23].[NH2:1][c:2]1[cH:3][cH:4][n:5][cH:6][n:7]1.[O:24]1[CH2:25][CH2:26][O:27][CH2:28][CH2:29]1.[O:35]=[C:36]([CH:37]=[CH:38][c:39]1[cH:40][cH:41][cH:42][cH:43][cH:44]1)[CH:45]=[CH:46][c:47]1[cH:48][cH:49][cH:50][cH:51][cH:52]1.[O:53]=[C:54]([CH:55]=[CH:56][c:57]1[cH:58][cH:59][cH:60][cH:61][cH:62]1)[CH:63]=[CH:64][c:65]1[cH:66][cH:67][cH:68][cH:69][cH:70]1.[O:71]=[C:72]([CH:73]=[CH:74][c:75]1[cH:76][cH:77][cH:78][cH:79][cH:80]1)[CH:81]=[CH:82][c:83]1[cH:84][cH:85][cH:86][cH:87][cH:88]1.[Pd:33].[Pd:34]>>[NH:1]([c:2]1[cH:3][cH:4][n:5][cH:6][n:7]1)[c:9]1[c:10](=[O:17])[n:11]([CH3:16])[cH:12][c:13]([Br:15])[cH:14]1. Reactants: CCOc1nc2cccc(C(=O)OC(C)OC(=O)C3CC(OC)C(O[N+](=O)[O-])C3)c2n1Cc1ccc(-c2ccccc2-c2nnnn2C(c2ccccc2)(c2ccccc2)c2ccccc2)cc1, CO. Yields the product CCOc1nc2cccc(C(=O)OC(C)OC(=O)C3CC(OC)C(O[N+](=O)[O-])C3)c2n1Cc1ccc(-c2ccccc2-c2nnn[nH]2)cc1. RXN SMILES: [CH2:1]([CH3:2])[O:3][c:4]1[n:5][c:6]2[c:7]([n:8]1[CH2:9][c:10]1[cH:11][cH:12][c:13](-[c:16]3[c:17](-[c:22]4[n:23][n:24][n:25][n:26]4[C:27]([c:28]4[cH:29][cH:30][cH:31][cH:32][cH:33]4)([c:34]4[cH:35][cH:36][cH:37][cH:38][cH:39]4)[c:40]4[cH:41][cH:42][cH:43][cH:44][cH:45]4)[cH:18][cH:19][cH:20][cH:21]3)[cH:14][cH:15]1)[c:46]([C:50](=[O:51])[O:52][CH:53]([CH3:54])[O:55][C:56](=[O:57])[CH:58]1[CH2:59][CH:60]([O:67][CH3:68])[CH:61]([O:63][N+:64](=[O:65])[O-:66])[CH2:62]1)[cH:47][cH:48][cH:49]2.[CH3:69][OH:70]>>[CH2:1]([CH3:2])[O:3][c:4]1[n:5][c:6]2[c:7]([n:8]1[CH2:9][c:10]1[cH:11][cH:12][c:13](-[c:16]3[c:17](-[c:22]4[nH:23][n:24][n:25][n:26]4)[cH:18][cH:19][cH:20][cH:21]3)[cH:14][cH:15]1)[c:46]([C:50](=[O:51])[O:52][CH:53]([CH3:54])[O:55][C:56](=[O:57])[CH:58]1[CH2:59][CH:60]([O:67][CH3:68])[CH:61]([O:63][N+:64](=[O:65])[O-:66])[CH2:62]1)[cH:47][cH:48][cH:49]2. Starting materials: N1C=C(C=C1)C(=O)OC (methyl pyrrole-3-carboxylate), stannic chloride, C(Cl)Cl (methylene chloride), C1(CCCCC1)C(=O)Cl (cyclohexanecarbonyl chloride), O (water). The solvent is CCOCC (ether). Reaction conditions: time 3 hour. Yields the product C1(CCCCC1)C(=O)C1=CC(=CN1)C(=O)OC (methyl 5-cyclohexylcarbonylpyrrole-3-carboxylate). Yield: 5.0%. As a reaction SMILES: [NH:1]1[CH:5]=[CH:4][C:3]([C:6]([O:8][CH3:9])=[O:7])=[CH:2]1.C(Cl)Cl.[CH:13]1([C:19](Cl)=[O:20])[CH2:18][CH2:17][CH2:16][CH2:15][CH2:14]1.O>CCOCC>[CH:13]1([C:19]([C:5]2[NH:1][CH:2]=[C:3]([C:6]([O:8][CH3:9])=[O:7])[CH:4]=2)=[O:20])[CH2:18][CH2:17][CH2:16][CH2:15][CH2:14]1. Procedure: To a solution of methyl pyrrole-3-carboxylate (1.25 g., 10 mmoles) in 25 ml. of methylene chloride under nitrogen, was added cyclohexanecarbonyl chloride (1.46 g., 1.33 ml., 10 mmoles) and then stannic chloride (3.13 g., 1.4 ml., 14 mmoles). The resulting solution was stirred 3 hours at room temperature, then 15 ml. of water added slowly and finally 50 ml. of ether. The organic phase was separated, washed with 20 ml. of water, filtered and evaporated to yield methyl 5-cyclohexylcarbonylpyrrole-3... Reactants: C1CCOC1, COC(=O)C1(CC(C)C)CC(=O)N(c2c(C)cccc2C)C1, C[Si](C)(C)[N-][Si](C)(C)C, [Cl-], CI, [Li+], [NH4+]. Product: COC(=O)C1(CC(C)C)CN(c2c(C)cccc2C)C(=O)C1C. Reaction SMILES: [CH2:37]1[O:38][CH2:39][CH2:40][CH2:41]1.[CH3:11][O:12][C:13](=[O:14])[C:15]1([CH2:29][CH:30]([CH3:31])[CH3:32])[CH2:16][N:17]([c:21]2[c:22]([CH3:28])[cH:23][cH:24][cH:25][c:26]2[CH3:27])[C:18](=[O:20])[CH2:19]1.[CH3:2][Si:3]([N-:4][Si:5]([CH3:6])([CH3:7])[CH3:8])([CH3:9])[CH3:10].[Cl-:35].[I:33][CH3:34].[Li+:1].[NH4+:36]>>[CH3:11][O:12][C:13](=[O:14])[C:15]1([CH2:29][CH:30]([CH3:31])[CH3:32])[CH2:16][N:17]([c:21]2[c:22]([CH3:28])[cH:23][cH:24][cH:25][c:26]2[CH3:27])[C:18](=[O:20])[CH:19]1[CH3:34]. Starting materials: C(C=1C(S)=CC=CC1)(=O)O (thiosalicylic acid), Cl (HCl), C(=O)([O-])[O-].[K+].[K+] (K2CO3), BrCC#C (3-bromopropyne). The solvent is C(C)C(=O)C (methyl ethyl ketone). Conditions: time 3 hour. Product: C(C#C)SC1=C(C(=O)O)C=CC=C1 (2-(2-propynylthio)benzoic acid). As a reaction SMILES: [C:1]([OH:10])(=[O:9])[C:2]1[C:3](=[CH:5][CH:6]=[CH:7][CH:8]=1)[SH:4].C([O-])([O-])=O.[K+].[K+].Br[CH2:18][C:19]#[CH:20].Cl>C(C(C)=O)C>[CH2:20]([S:4][C:3]1[CH:5]=[CH:6][CH:7]=[CH:8][C:2]=1[C:1]([OH:10])=[O:9])[C:19]#[CH:18] |f:1.2.3|. Procedure details: To thiosalicylic acid (77 g) slurried in methyl ethyl ketone (500 ml) was added 1 equivalent of K2CO3 followed by 3-bromopropyne (1 equivalent). The reaction mixture was stirred for 3 hours and then poured into 1N HCl and the solids filtered and then vacuum dried to afford the subtitle compound. The reactants are C=CCBr, CC(C)=O, COc1cc2ncnc(Nc3ccc(F)c(Cl)c3)c2cc1O, [K+], [K+], O=C([O-])[O-]. Product: C=CCOc1cc2c(Nc3ccc(F)c(Cl)c3)ncnc2cc1OC. RXN SMILES: [CH2:29]([CH:30]=[CH2:31])[Br:32].[CH3:33][C:34](=[O:35])[CH3:36].[Cl:1][c:2]1[cH:3][c:4]([NH:9][c:10]2[n:11][cH:12][n:13][c:14]3[cH:15][c:16]([O:21][CH3:22])[c:17]([OH:20])[cH:18][c:19]23)[cH:5][cH:6][c:7]1[F:8].[K+:23].[K+:24].[O-:25][C:26]([O-:27])=[O:28]>>[Cl:1][c:2]1[cH:3][c:4]([NH:9][c:10]2[n:11][cH:12][n:13][c:14]3[cH:15][c:16]([O:21][CH3:22])[c:17]([O:20][CH2:31][CH:30]=[CH2:29])[cH:18][c:19]23)[cH:5][cH:6][c:7]1[F:8]. Reactants: ClC1=CC=C(C=C1)S(=O)(=O)N1CC=2C(CC1C1=CC=CC=C1)=NNC2 (5-(4-chloro-benzenesulfonyl)-6-phenyl-4,5,6,7-tetrahydro-2H-pyrazolo[4,3-c]pyridine), C1(=CC=CC=C1)CC1NCCC(C1)=O (2-(phenylmethyl)-4-piperidinone). The product is C(C1=CC=CC=C1)C1CC2=C(CN1S(=O)(=O)C1=CC=C(C=C1)Cl)C=NN2 (6-Benzyl-5-(4-chlorophenylsulfonyl)-4,5,6,7-tetrahydro-1H-pyrazolo[4,3-c]pyridine). Reaction SMILES: [Cl:1][C:2]1[CH:7]=[CH:6][C:5]([S:8]([N:11]2[CH:16](C3C=CC=CC=3)[CH2:15][C:14]3=[N:23][NH:24][CH:25]=[C:13]3[CH2:12]2)(=[O:10])=[O:9])=[CH:4][CH:3]=1.[C:26]1([CH2:32]C2CC(=O)CCN2)[CH:31]=[CH:30][CH:29]=[CH:28][CH:27]=1>>[CH2:32]([CH:16]1[N:11]([S:8]([C:5]2[CH:6]=[CH:7][C:2]([Cl:1])=[CH:3][CH:4]=2)(=[O:10])=[O:9])[CH2:12][C:13]2[CH:25]=[N:24][NH:23][C:14]=2[CH2:15]1)[C:26]1[CH:31]=[CH:30][CH:29]=[CH:28][CH:27]=1. Reported procedure: Prepared as described for compound 55 in Example 1 using 2-(phenylmethyl)-4-piperidinone. The reactants are FC(C(=O)O)(F)F.C(C)N(C)CC1=CC(=CS1)C=1C=C2C(=CNC2=C(C1)C(=O)N)C1CCN(CC1)S(=O)(=O)CC (5-(5-{[ethyl(methyl)amino]methyl}-3-thienyl)-3-[1-(ethylsulfonyl)-4-piperidinyl]-1H-indole-7-carboxamide trifluoroacetate), CNCC (N-methylethanamine). The product is FC(C(=O)O)(F)F.C(C)S(=O)(=O)N1CCC(CC1)C1=CNC2=C(C=C(C=C12)C1=CSC(=C1)CN(C)CC=1OC=CC1)C(=O)N (3-[1-(ethylsulfonyl)-4-piperidinyl]-5-(5-{[(2-furanylmethyl)(methyl)amino]methyl}-3-thienyl)-1H-indole-7-carboxamide trifluoroacetate). Yield: 29.0%. RXN SMILES: [F:1][C:2]([F:7])([F:6])[C:3]([OH:5])=[O:4].[CH2:8]([N:10]([CH2:12][C:13]1[S:17][CH:16]=[C:15]([C:18]2[CH:19]=[C:20]3[C:24](=[C:25]([C:27]([NH2:29])=[O:28])[CH:26]=2)[NH:23][CH:22]=[C:21]3[CH:30]2[CH2:35][CH2:34][N:33]([S:36]([CH2:39][CH3:40])(=[O:38])=[O:37])[CH2:32][CH2:31]2)[CH:14]=1)[CH3:11])[CH3:9].CN[CH2:43][CH3:44]>>[F:1][C:2]([F:7])([F:6])[C:3]([OH:5])=[O:4].[CH2:39]([S:36]([N:33]1[CH2:34][CH2:35][CH:30]([C:21]2[C:20]3[C:24](=[C:25]([C:27]([NH2:29])=[O:28])[CH:26]=[C:18]([C:15]4[CH:14]=[C:13]([CH2:12][N:10]([CH2:8][C:9]5[O:4][CH:3]=[CH:43][CH:44]=5)[CH3:11])[S:17][CH:16]=4)[CH:19]=3)[NH:23][CH:22]=2)[CH2:31][CH2:32]1)(=[O:37])=[O:38])[CH3:40] |f:0.1,3.4|. Procedure details: The title compound was prepared according to the general procedure of 5-(5-{[ethyl(methyl)amino]methyl}-3-thienyl)-3-[1-(ethylsulfonyl)-4-piperidinyl]-1H-indole-7-carboxamide trifluoroacetate, substituting 1-(2-furanyl)-N-methylmethanamine (111 mg, 1.0 mmol) for N-methylethanamine to afford 19.0 mg of the title compound (29.0%). Reactants: CCOC(=O)CNc1ccc(C(F)(F)F)cc1, CO, [Li+], C1CCOC1, [OH-], O, O. Yields the product O=C(O)CNc1ccc(C(F)(F)F)cc1. RXN SMILES: [CH2:1]([CH3:2])[O:3][C:4]([CH2:5][NH:6][c:7]1[cH:8][cH:9][c:10]([C:13]([F:14])([F:15])[F:16])[cH:11][cH:12]1)=[O:17].[CH3:18][OH:19].[Li+:27].[O:20]1[CH2:21][CH2:22][CH2:23][CH2:24]1.[OH-:26].[OH2:25].[OH2:28]>>[O:3]=[C:4]([CH2:5][NH:6][c:7]1[cH:8][cH:9][c:10]([C:13]([F:14])([F:15])[F:16])[cH:11][cH:12]1)[OH:17].